Dataset: the Open Reaction Database (ORD), a public repository of structured organic reaction records. Task: describe an organic reaction: reactants, conditions, products, and yield Reactants: C(CCC)[Li] (n-Butyllithium), C(C)(C)[C@@H]1C(=NCC(=N1)OCC)OCC ((3R)-3-isopropyl-2,5-diethoxy-3,6-dihydropyrazine), C(C=C)C1=CC=C(C([SiH](C)C)Br)C=C1 (4-allyldimethylsilylbenzyl bromide), [NH4+].[Cl-] (NH4Cl). Solvent: C1CCOC1 (THF), C1CCOC1 (THF). Conditions: time 1 hour. The product is C(C=C)C1=CC=C(C([C@@H]2C(=N[C@@H](C(=N2)OCC)C(C)C)OCC)[SiH](C)C)C=C1 ((3R,6S)-6-(4-Allyldimethylsilylbenzyl)-3-isopropyl-2,5-diethoxy-3,6-dihydropyrazine). Yield: 71.1%. As a reaction SMILES: C([Li])CCC.[CH:6]([C@H:9]1[N:14]=[C:13]([O:15][CH2:16][CH3:17])[CH2:12][N:11]=[C:10]1[O:18][CH2:19][CH3:20])([CH3:8])[CH3:7].[CH2:21]([C:24]1[CH:34]=[CH:33][C:27]([CH:28](Br)[SiH:29]([CH3:31])[CH3:30])=[CH:26][CH:25]=1)[CH:22]=[CH2:23].[NH4+].[Cl-]>C1COCC1>[CH2:21]([C:24]1[CH:34]=[CH:33][C:27]([CH:28]([SiH:29]([CH3:30])[CH3:31])[C@H:12]2[N:11]=[C:10]([O:18][CH2:19][CH3:20])[C@@H:9]([CH:6]([CH3:7])[CH3:8])[N:14]=[C:13]2[O:15][CH2:16][CH3:17])=[CH:26][CH:25]=1)[CH:22]=[CH2:23] |f:3.4|. Procedure details: n-Butyllithium (10.2 mL, 1.6 M solution in hexanes, 16.5 mmol) was injected into a solution of (3R)-3-isopropyl-2,5-diethoxy-3,6-dihydropyrazine (3.5 g, 16.5 mmol) in THF (70 mL) at −78° C. After 30 min of further stirring, 4-allyldimethylsilylbenzyl bromide (1 Scheme 2, 4.4 g, 16.5 mmol) in dry THF (30 mL) was added to the reaction mixture over a period of 1 h. After 1 h, saturated NH4Cl (1 mL) was added and the reaction mixture was allowed to warm to room temperature. The reaction mixture was ...